From a dataset of the Open Reaction Database (ORD), a public repository of structured organic reaction records. describe an organic reaction: reactants, conditions, products, and yield The product is FC=1C=C(C=CC1C=1SC2=NC(=CC=C2N1)C1(CC1)C1=CC=CC=C1)C(C)(C)NCCC(=O)OC (methyl 3-(2-(3-fluoro-4-(5-(1-phenylcyclopropyl)thiazolo[5,4-b]pyridine-2-yl)phenyl)propan-2-ylamino)propanoate). Run in C(Cl)Cl (CH2Cl2). Run at temperature 100 celsius. Procedure: 2-(3-Fluoro-4-(5-(1-phenylcyclopropyl)thiazolo[5,4-b]pyridine-2-yl)phenyl)-propan-2-amine (0.081 g, 0.20 mmol) and methyl acrylate (0.18 mL, 2.00 mmol) were combined in a sealed tube and heated neat at 100° C. for 1 day, during which LC-MS indicated completion of reaction. The cooled reaction mixture was diluted with CH2Cl2 and washed with aqueous saturated NaHCO3 solution and brine. The organic layer was dried (MgSO4), filtered, and concentrated in vacuo. ISCO purification with 5% to 25% EtOAc/... RXN SMILES: [F:1][C:2]1[CH:3]=[C:4]([C:26]([NH2:29])([CH3:28])[CH3:27])[CH:5]=[CH:6][C:7]=1[C:8]1[S:9][C:10]2[C:15]([N:16]=1)=[CH:14][CH:13]=[C:12]([C:17]1([C:20]3[CH:25]=[CH:24][CH:23]=[CH:22][CH:21]=3)[CH2:19][CH2:18]1)[N:11]=2.[C:30]([O:34][CH3:35])(=[O:33])[CH:31]=[CH2:32]>C(Cl)Cl>[F:1][C:2]1[CH:3]=[C:4]([C:26]([NH:29][CH2:32][CH2:31][C:30]([O:34][CH3:35])=[O:33])([CH3:27])[CH3:28])[CH:5]=[CH:6][C:7]=1[C:8]1[S:9][C:10]2[C:15]([N:16]=1)=[CH:14][CH:13]=[C:12]([C:17]1([C:20]3[CH:21]=[CH:22][CH:23]=[CH:24][CH:25]=3)[CH2:18][CH2:19]1)[N:11]=2. Starting materials: FC=1C=C(C=CC1C=1SC2=NC(=CC=C2N1)C1(CC1)C1=CC=CC=C1)C(C)(C)N (2-(3-Fluoro-4-(5-(1-phenylcyclopropyl)thiazolo[5,4-b]pyridine-2-yl)phenyl)-propan-2-amine), C(C=C)(=O)OC (methyl acrylate). Reactants: COC1=C(C=O)C=CC(=C1)OC (2,4-dimethoxybenzaldehyde), Cl.NO (hydroxylamine hydrochloride), N1=CC=CC=C1 (pyridine). Solvent: C(C)O (ethyl alcohol). Reaction conditions: time 2 hour. Product: COC1=C(C=NO)C=CC(=C1C)OC (2,4-Dimethoxy-3-methylbenzaldehyde Oxime). Reaction SMILES: [CH3:1][O:2][C:3]1[CH:10]=[C:9]([O:11][CH3:12])[CH:8]=[CH:7][C:4]=1[CH:5]=O.Cl.[NH2:14][OH:15].N1C=CC=C[CH:17]=1>C(O)C>[CH3:1][O:2][C:3]1[C:10]([CH3:17])=[C:9]([O:11][CH3:12])[CH:8]=[CH:7][C:4]=1[CH:5]=[N:14][OH:15] |f:1.2|. Procedure details: A mixture of 25.1 g 2,4-dimethoxybenzaldehyde, 19.46 g hydroxylamine hydrochloride and 22 mls pyridine in 150 mls ethyl alcohol was heated at reflux with stirring for two hours, allowed to cool, and concentrated in vacuo. The residue was treated with water and stirring and the resulting white solid was collected by filtration to give 26.8 g of the title compound, m.p. 110°-111° C. The reactants are CC1=CC=2C3=C(N(C2C=C1)C=C(C)C1=CC=NC=C1)CCNC3 (8-Methyl-5-(2-pyridin-4-yl-propenyl)-2,3,4,5-tetrahydro-1H-pyrido[4,3-b]indole), BrCCC1=CC=CC=C1 ((2-Bromo-ethyl)-benzene). The solvent is C(C)#N (acetonitrile), C([O-])(O)=O (bicarbonate). Reaction conditions: temperature 80 celsius. The product is CC1=CC=2C3=C(N(C2C=C1)C=C(C)C1=CC=NC=C1)CCN(C3)CCC3=CC=CC=C3 (8-Methyl-2-phenethyl-5-(2-pyridin-4-yl-propenyl)-2,3,4,5-tetrahydro-1H-pyrido[4,3-b]indole). Yield: 6.5%. Reaction SMILES: [CH3:1][C:2]1[CH:10]=[CH:9][C:8]2[N:7]([CH:11]=[C:12]([C:14]3[CH:19]=[CH:18][N:17]=[CH:16][CH:15]=3)[CH3:13])[C:6]3[CH2:20][CH2:21][NH:22][CH2:23][C:5]=3[C:4]=2[CH:3]=1.Br[CH2:25][CH2:26][C:27]1[CH:32]=[CH:31][CH:30]=[CH:29][CH:28]=1>C(#N)C.C(=O)(O)[O-]>[CH3:1][C:2]1[CH:10]=[CH:9][C:8]2[N:7]([CH:11]=[C:12]([C:14]3[CH:19]=[CH:18][N:17]=[CH:16][CH:15]=3)[CH3:13])[C:6]3[CH2:20][CH2:21][N:22]([CH2:25][CH2:26][C:27]4[CH:32]=[CH:31][CH:30]=[CH:29][CH:28]=4)[CH2:23][C:5]=3[C:4]=2[CH:3]=1. Procedure: 8-Methyl-5-(2-pyridin-4-yl-propenyl)-2,3,4,5-tetrahydro-1H-pyrido[4,3-b]indole (100 mg, 0.33 mmol) was dissolved in acetonitrile (1 mL) and (2-Bromo-ethyl)-benzene (62 mg, 0.33 mmol) was added to the reaction mixture. The contents were heated to 80° C. for 2 h. The reaction mixture was cooled to RT after 2 h and diluted with saturated bicarbonate (20 mL). The desired compound was extracted with EtOAc (2×50 mL). The organic layer dried over sodium sulfate and concentrated under vacuum to obtain t...